This data is from the Open Reaction Database (ORD), a public repository of structured organic reaction records. The task is: describe an organic reaction: reactants, conditions, products, and yield Conditions: time 60 hour. Isolated yield 83.0%. Yields the product O[C@H](C(=O)OCC)[C@@H](C(N[C@@H](CC(C)C)C(NCCC(C)C)=O)=O)O (Ethyl (2S,3S)-2,3-dihydroxy-3-[(S)-3-methyl-1-(3-methylbutylcarbamoyl)butylcarbamoyl]propionate). Procedure details: Ethyl (4S,5S)-5-[(S)-3-methyl-1-(3-methylbutylcarbamoyl)butylcarbamoyl]-2-phenyl-1,3-dioxolane-4-carboxylate (2.07 g) obtained in Example 1 was dissolved in acetic acid (40 ml). Palladium black (0.40 g) was added to the resultant solution, and the solution was strongly stirred at room temperature for 60 hours under a hydrogen flow at 4.1 atm. After the catalyst was filtered off, the filtrate was condensed under reduced pressure to obtain a crude product. The crude product was purified by silica ... Solvent: C(C)(=O)O (acetic acid). RXN SMILES: [CH3:1][CH:2]([CH3:32])[CH2:3][C@H:4]([NH:13][C:14]([C@H:16]1[O:20]C(C2C=CC=CC=2)[O:18][C@@H:17]1[C:27]([O:29][CH2:30][CH3:31])=[O:28])=[O:15])[C:5](=[O:12])[NH:6][CH2:7][CH2:8][CH:9]([CH3:11])[CH3:10]>C(O)(=O)C.[Pd]>[OH:18][C@@H:17]([C@H:16]([OH:20])[C:14](=[O:15])[NH:13][C@H:4]([C:5](=[O:12])[NH:6][CH2:7][CH2:8][CH:9]([CH3:11])[CH3:10])[CH2:3][CH:2]([CH3:32])[CH3:1])[C:27]([O:29][CH2:30][CH3:31])=[O:28]. The reactants are CC(C[C@@H](C(NCCC(C)C)=O)NC(=O)[C@@H]1[C@H](OC(O1)C1=CC=CC=C1)C(=O)OCC)C (Ethyl (4S,5S)-5-[(S)-3-methyl-1-(3-methylbutylcarbamoyl)butylcarbamoyl]-2-phenyl-1,3-dioxolane-4-carboxylate), resultant solution. Reagents/catalysts: [Pd] (Palladium black). Reactants: C(=O)C1=CC=C(C(=O)OC)C=C1 (methyl 4-formylbenzoate), C1(=CC=CC=C1)C#CC (phenylpropyne), C(CCC)[Li] (n-butyllithium). The solvent is C1CCOC1 (THF), C1CCOC1 (THF), CCCCCC (hexane). Reaction conditions: temperature 0 celsius, time 30 minute. The product is OC(C#CC1=CC=CC=C1)C1=CC=C(C(=O)OC)C=C1 (4-(1-Hydroxy-3-phenyl-2-propynyl)benzoic acid, methyl ester). The yield is 88.0%. As a reaction SMILES: [C:1]1([C:7]#[C:8]C)[CH:6]=[CH:5][CH:4]=[CH:3][CH:2]=1.C([Li])CCC.[CH:15]([C:17]1[CH:26]=[CH:25][C:20]([C:21]([O:23][CH3:24])=[O:22])=[CH:19][CH:18]=1)=[O:16]>C1COCC1.CCCCCC>[OH:16][CH:15]([C:17]1[CH:26]=[CH:25][C:20]([C:21]([O:23][CH3:24])=[O:22])=[CH:19][CH:18]=1)[C:8]#[C:7][C:1]1[CH:6]=[CH:5][CH:4]=[CH:3][CH:2]=1. Procedure: To a stirred solution of 4.40 mL (40.0 mmol) of phenylpropyne in 30 mL of THF under nitrogen at -75° C. was added a solution of 16 mL (40 mmol) of 2.5M n-butyllithium in hexane over 20 min. The resulting light yellow solution was warmed to 0° C. and stirred for 30 min. This solution was added via syringe to a slurry of 6.25 g (38.0 mmol) of methyl 4-formylbenzoate in 30 mL of THF at -30° C. over 20 min. The resulting light yellow solution was warmed to room temperature and stirred for 30 min. Th... Starting materials: Br, Br, O=C([O-])O, CCOC(C)=O, CC1(C)Cc2c(ccc3c2C(c2cccc(-c4ccc(N)cc4)c2)=NCC3(C)C)O1, CC(=O)OC(C)=O, O=C[O-], O=CO, [Na+], [Na+], O. Yields the product CC1(C)Cc2c(ccc3c2C(c2cccc(-c4ccc(NC=O)cc4)c2)=NCC3(C)C)O1. RXN SMILES: [BrH:8].[BrH:9].[C:44](=[O:45])([O-:46])[OH:47].[C:52]([O:53][CH2:54][CH3:55])(=[O:56])[CH3:57].[CH3:10][C:11]1([CH3:39])[CH2:12][N:13]=[C:14]([c:26]2[cH:27][c:28](-[c:32]3[cH:33][cH:34][c:35]([NH2:38])[cH:36][cH:37]3)[cH:29][cH:30][cH:31]2)[c:15]2[c:16]3[c:17]([cH:18][cH:19][c:20]21)[O:21][C:22]([CH3:24])([CH3:25])[CH2:23]3.[CH3:1][C:2](=[O:3])[O:4][C:5](=[O:6])[CH3:7].[CH:40]([O-:41])=[O:42].[CH:49]([OH:50])=[O:51].[Na+:43].[Na+:48].[OH2:58]>>[CH:2](=[O:3])[NH:38][c:35]1[cH:34][cH:33][c:32](-[c:28]2[cH:27][c:26]([C:14]3=[N:13][CH2:12][C:11]([CH3:10])([CH3:39])[c:20]4[c:15]3[c:16]3[c:17]([cH:18][cH:19]4)[O:21][C:22]([CH3:24])([CH3:25])[CH2:23]3)[cH:31][cH:30][cH:29]2)[cH:37][cH:36]1. Reactants: CC(=O)OC(C)=O, ClCCl, Oc1cc2c(cc1C(F)(F)F)NCC2. Yields the product CC(=O)N1CCc2cc(O)c(C(F)(F)F)cc21. As a reaction SMILES: [CH3:15][C:16](=[O:17])[O:18][C:19](=[O:20])[CH3:21].[Cl:22][CH2:23][Cl:24].[OH:1][c:2]1[cH:3][c:4]2[c:8]([cH:9][c:10]1[C:11]([F:12])([F:13])[F:14])[NH:7][CH2:6][CH2:5]2>>[OH:1][c:2]1[cH:3][c:4]2[c:8]([cH:9][c:10]1[C:11]([F:12])([F:13])[F:14])[N:7]([C:16]([CH3:15])=[O:17])[CH2:6][CH2:5]2.